From a dataset of the Open Reaction Database (ORD), a public repository of structured organic reaction records. describe an organic reaction: reactants, conditions, products, and yield Starting materials: C(C)(C)(C)OC(=O)N[C@@H](CC(=O)N1CC2=C(N3C=NC(=C3C1)C(=O)O)C=CC=C2)CC2=C(C=C(C(=C2)F)F)F ((R)-5-[3-tert-butoxycarbonylamino-4-(2,4,5-trifluoro-phenyl)butyryl]-5,6-dihydro-4H-2,5,10b-triaza-benzo[e]azulene-3-carboxylic acid), FC(C(=O)O)(F)F (trifluoroacetic acid), FC(C(=O)O)(F)F (trifluoroacetic acid). The solvent is C(Cl)Cl (DCM), C(Cl)Cl (DCM). Run at time 1 hour. The product is FC(C(=O)O)(F)F (trifluoroacetic acid), N[C@@H](CC(=O)N1CC2=C(N3C=NC(=C3C1)C(=O)O)C=CC=C2)CC2=C(C=C(C(=C2)F)F)F (5-[(R)-3-amino-4-(2,4,5-trifluoro-phenyl)-butyryl]-5,6-dihydro-4H-2,5,10b-triaza-benzo[e]azulene-3-carboxylic acid). Yield: 78.0%. As a reaction SMILES: C(OC([NH:8][C@H:9]([CH2:30][C:31]1[CH:36]=[C:35]([F:37])[C:34]([F:38])=[CH:33][C:32]=1[F:39])[CH2:10][C:11]([N:13]1[CH2:22][C:21]2[N:17]([CH:18]=[N:19][C:20]=2[C:23]([OH:25])=[O:24])[C:16]2[CH:26]=[CH:27][CH:28]=[CH:29][C:15]=2[CH2:14]1)=[O:12])=O)(C)(C)C.[F:40][C:41]([F:46])([F:45])[C:42]([OH:44])=[O:43]>C(Cl)Cl>[F:40][C:41]([F:46])([F:45])[C:42]([OH:44])=[O:43].[NH2:8][C@H:9]([CH2:30][C:31]1[CH:36]=[C:35]([F:37])[C:34]([F:38])=[CH:33][C:32]=1[F:39])[CH2:10][C:11]([N:13]1[CH2:22][C:21]2[N:17]([CH:18]=[N:19][C:20]=2[C:23]([OH:25])=[O:24])[C:16]2[CH:26]=[CH:27][CH:28]=[CH:29][C:15]=2[CH2:14]1)=[O:12]. Reported procedure: To a solution of (R)-5-[3-tert-butoxycarbonylamino-4-(2,4,5-trifluoro-phenyl)butyryl]-5,6-dihydro-4H-2,5,10b-triaza-benzo[e]azulene-3-carboxylic acid (35 mg, 0.06 mmol) in dry DCM (5 mL), was added trifluoroacetic acid (6.18 mL, 3 mL/mmol). The reaction mixture was stirred at r.t. for 1 h. After the completion of the reaction as confirmed by TLC, excess of trifluoroacetic acid and DCM were evaporated in vacuo to afford a gummy solid was crystallised from hexane to afford trifluoroacetic acid sal... Reactants: FC1=CC=C(C=C1)C(=CC(=O)OCC)C1=CC=C(C=C1)O (Ethyl 3-(4-fluorophenyl)-3-(4-hydroxyphenyl)-acrylate). Reagents/catalysts: [Pd] (Pd—C). Solvent: C(C)O (ethanol), C(C)(=O)OCC (ethyl acetate). The product is C(C)OC(CC(C1=CC=C(C=C1)O)C1=CC=C(C=C1)F)=O (3-(4-Fluorophenyl)-3-(4-hydroxyphenyl)-propionic acid ethyl ester). Yield: 90.3%. RXN SMILES: [F:1][C:2]1[CH:7]=[CH:6][C:5]([C:8]([C:15]2[CH:20]=[CH:19][C:18]([OH:21])=[CH:17][CH:16]=2)=[CH:9][C:10]([O:12][CH2:13][CH3:14])=[O:11])=[CH:4][CH:3]=1>C(O)C.C(OCC)(=O)C.[Pd]>[CH2:13]([O:12][C:10](=[O:11])[CH2:9][CH:8]([C:5]1[CH:4]=[CH:3][C:2]([F:1])=[CH:7][CH:6]=1)[C:15]1[CH:20]=[CH:19][C:18]([OH:21])=[CH:17][CH:16]=1)[CH3:14]. Procedure: A solution of 45.1 (385 mg) in ethanol (12 mL) and ethyl acetate (10 mL) was stirred with 10% Pd—C (50 mg) under a hydrogen atmosphere at room temperature for 3 h. The reaction mixture was filtered and concentrated to provide 45.2 (350 mg). Starting materials: O(C1=CC=CC=C1)CC(=O)OCC (ethyl phenoxyacetate), O (water), [Na] (sodium), C(C)O (ethanol), C(C(=O)OCC)(=O)OCC (diethyl oxalate), C(C)O (ethanol). Run in CCOCC (ether). Run at time 2 hour. The product is CC1=CC=C(OC(C(=O)OCC)C(C(=O)OCC)=O)C=C1 (diethyl 2-(4-methylphenoxy)-3-oxosuccinate). Yield: 73.0%. As a reaction SMILES: [Na].[C:2](OCC)(=[O:8])[C:3]([O:5][CH2:6][CH3:7])=[O:4].[O:12]([CH2:19][C:20]([O:22][CH2:23][CH3:24])=[O:21])[C:13]1[CH:18]=[CH:17][CH:16]=[CH:15][CH:14]=1.O.[CH2:26](O)C>CCOCC>[CH3:26][C:16]1[CH:17]=[CH:18][C:13]([O:12][CH:19]([C:2](=[O:8])[C:3]([O:5][CH2:6][CH3:7])=[O:4])[C:20]([O:22][CH2:23][CH3:24])=[O:21])=[CH:14][CH:15]=1 |^1:0|. Procedure: A sample of ethanol-free sodium ethoxide was prepared by dissolving sodium (3.0 g, 0.13 mole) in ethanol (50 ml) and then evaporating off the excess solvent. The last traces of ethanol were removed by the addition of dry toluene (50 ml), followed by evaporation to dryness. A stirred suspension of the white solid in dry ether (150 ml) under nitrogen, was treated dropwise with diethyl oxalate (17.6 ml, 0.13 mole) and the yellow solution allowed to stir for 21/2 hours at room temperature. A solutio... Starting materials: ClC1=CC=C2C(=CC=NC2=C1)NC1=C(C(=O)OC)C=C(C=C1)F (methyl 2-(7-chloro-4-quinolinylamino)-5-fluoro-benzoate), FC(C=1C=C(C=CC1)N1CCN(CC1)CCO)(F)F (2-[4-(3-trifluoromethylphenyl)-piperazin-1-yl]-ethanol). Product: ClC1=CC=C2C(=CC=NC2=C1)NC1=C(C(=O)OCCN2CCN(CC2)C2=CC(=CC=C2)C(F)(F)F)C=C(C=C1)F (2-[4-(3-trifluoromethylphenyl)-piperazin-1-yl]-ethyl 2-(7-chloro-4-quinolinylamino)-5-fluoro-benzoate). Isolated yield 6.1%. As a reaction SMILES: [Cl:1][C:2]1[CH:11]=[C:10]2[C:5]([C:6]([NH:12][C:13]3[CH:22]=[CH:21][C:20]([F:23])=[CH:19][C:14]=3[C:15]([O:17][CH3:18])=[O:16])=[CH:7][CH:8]=[N:9]2)=[CH:4][CH:3]=1.[F:24][C:25]([F:42])([F:41])[C:26]1[CH:27]=[C:28]([N:32]2[CH2:37][CH2:36][N:35]([CH2:38]CO)[CH2:34][CH2:33]2)[CH:29]=[CH:30][CH:31]=1>>[Cl:1][C:2]1[CH:11]=[C:10]2[C:5]([C:6]([NH:12][C:13]3[CH:22]=[CH:21][C:20]([F:23])=[CH:19][C:14]=3[C:15]([O:17][CH2:18][CH2:38][N:35]3[CH2:34][CH2:33][N:32]([C:28]4[CH:29]=[CH:30][CH:31]=[C:26]([C:25]([F:42])([F:24])[F:41])[CH:27]=4)[CH2:37][CH2:36]3)=[O:16])=[CH:7][CH:8]=[N:9]2)=[CH:4][CH:3]=1. Reported procedure: Using the procedure of Example 3, 4 g of the ester of Example 1 and 3.316 g of 2-[4-(3-trifluoromethylphenyl)-piperazin-1-yl]-ethanol were reacted to obtain 6.88 g of a raw oily product. 500 mg of the said product were crystallized from isopropyl ether to obtain 425 mg of 2-[4-(3-trifluoromethylphenyl)-piperazin-1-yl]-ethyl 2-(7-chloro-4-quinolinylamino)-5-fluoro-benzoate melting at 113° C. The product is Cl.C1(CCCC1)OC1=C(C=CC=C1OC)CCN (2-(2-Cyclopentyloxy-3-methoxy-phenyl)-ethylamine Hydrochloride). The solvent is O (water), O (water), C(C)(=O)OCC (ethyl acetate), O1CCCC1 (tetrahydrofuran), O1CCCC1 (tetrahydrofuran). As a reaction SMILES: [H-].[Al+3].[Li+].[H-].[H-].[H-].[CH:7]1([O:12][C:13]2[C:18]([CH:19]=[CH:20][N+:21]([O-])=O)=[CH:17][CH:16]=[CH:15][C:14]=2[O:24][CH3:25])[CH2:11][CH2:10][CH2:9][CH2:8]1.[OH-].[Na+].[ClH:28].C(OCC)(=O)C>O1CCCC1.C(OCC)(=O)C.O>[ClH:28].[CH:7]1([O:12][C:13]2[C:14]([O:24][CH3:25])=[CH:15][CH:16]=[CH:17][C:18]=2[CH2:19][CH2:20][NH2:21])[CH2:8][CH2:9][CH2:10][CH2:11]1 |f:0.1.2.3.4.5,7.8,9.10,14.15|. Yield: 73.0%. Reported procedure: A slurry under nitrogen of lithium aluminium hydride (3.5 g, 92.28 mmoles) in dry tetrahydrofuran (35 ml) was dropwise added under stirring with a solution of 2-cyclopentyloxy-1-methoxy-3-(2-nitro-vinyl)-benzene (8.1 g, 30.76 mmoles), obtained as described in example 2, in dry tetrahydrofuran (100 ml). At the end of the addition the mixture was refluxed for 2 hours more, then cooled in ice and slowly added with water (3.5 ml), 15% NaOH (3.5 ml) and water again (10.5 ml). Off the cooling bath, th... Reactants: [OH-].[Na+] (NaOH), Cl.C(C)(=O)OCC (HCl ethyl acetate), [H-].[Al+3].[Li+].[H-].[H-].[H-] (lithium aluminium hydride), C1(CCCC1)OC1=C(C=CC=C1C=C[N+](=O)[O-])OC (2-cyclopentyloxy-1-methoxy-3-(2-nitro-vinyl)-benzene).